Task: describe an organic reaction: reactants, conditions, products, and yield. Dataset: the Open Reaction Database (ORD), a public repository of structured organic reaction records Yields the product NC(=O)c1ccc2c(c1)nc(Nc1ccccc1)c1ccsc12. RXN SMILES: [CH3:28][N:29]1[CH2:30][CH2:31][CH2:32][C:33]1=[O:34].[Na+:26].[OH-:25].[OH2:27].[OH:23][OH:24].[c:1]1([NH:7][c:8]2[n:9][c:10]3[cH:11][c:12]([C:21]#[N:22])[cH:13][cH:14][c:15]3[c:16]3[c:17]2[cH:18][cH:19][s:20]3)[cH:2][cH:3][cH:4][cH:5][cH:6]1>>[c:1]1([NH:7][c:8]2[n:9][c:10]3[cH:11][c:12]([C:21]([NH2:22])=[O:23])[cH:13][cH:14][c:15]3[c:16]3[c:17]2[cH:18][cH:19][s:20]3)[cH:2][cH:3][cH:4][cH:5][cH:6]1. Starting materials: CN1CCCC1=O, [Na+], [OH-], O, OO, N#Cc1ccc2c(c1)nc(Nc1ccccc1)c1ccsc12. Reactants: COC(OC)N(C)C, Cc1ccccc1, N#Cc1cccnc1N. The product is CN(C)C=Nc1ncccc1C#N. Reaction SMILES: [CH3:10][O:11][CH:12]([N:13]([CH3:14])[CH3:15])[O:16][CH3:17].[CH3:18][c:19]1[cH:20][cH:21][cH:22][cH:23][cH:24]1.[NH2:1][c:2]1[c:3]([C:4]#[N:5])[cH:6][cH:7][cH:8][n:9]1>>[N:1]([c:2]1[c:3]([C:4]#[N:5])[cH:6][cH:7][cH:8][n:9]1)=[CH:12][N:13]([CH3:14])[CH3:15]. Reactants: FC1=CC=C(C=C1)NN (4-fluorophenylhydrazine), N1(CCOCC1)CCOC=1C=C(C(=O)C2=C(NC(C#N)=C)C=CC=C2C2=CC=CC=C2)C=CC1 (2-[3-(2-morpholin-4-ylethoxy)-benzoyl]-3-phenylamlinoacrylonitrile). Solvent: C(C)O (ethanol), O (water). Conditions: time 6 hour. The product is NC1=C(C=NN1C1=CC=C(C=C1)F)C(C1=CC(=CC=C1)OCCN1CCOCC1)=O (5-amino-1-(4-fluorophenyl)-4-[3-(2-morpholin-4-ylethoxy)benzoyl]pyrazole). Reaction SMILES: [F:1][C:2]1[CH:7]=[CH:6][C:5]([NH:8][NH2:9])=[CH:4][CH:3]=1.[N:10]1([CH2:16][CH2:17][O:18][C:19]2[CH:20]=[C:21]([CH:41]=[CH:42][CH:43]=2)[C:22]([C:24]2[C:34](C3C=CC=CC=3)=CC=C[C:25]=2[NH:26]C(=C)C#N)=[O:23])[CH2:15][CH2:14][O:13][CH2:12][CH2:11]1>C(O)C.O>[NH2:26][C:25]1[N:8]([C:5]2[CH:6]=[CH:7][C:2]([F:1])=[CH:3][CH:4]=2)[N:9]=[CH:34][C:24]=1[C:22](=[O:23])[C:21]1[CH:41]=[CH:42][CH:43]=[C:19]([O:18][CH2:17][CH2:16][N:10]2[CH2:11][CH2:12][O:13][CH2:14][CH2:15]2)[CH:20]=1. Procedure details: A mixture of 4-fluorophenylhydrazine (1.0 g, 6.8 mmol) and 2-[3-(2-morpholin-4-ylethoxy)-benzoyl]-3-phenylamlinoacrylonitrile (2.0 g, 5.3 mmol) in ethanol (30 ml) was heated at reflux under a nitrogen atmosphere. After 6 h, the reaction mixture was cooled to room temperature and diluted with water. The product was extracted into ethyl acetate and the organic layer was washed with brine, dried over sodium sulfate and concentrated in vacuo. Purification by flash chromatography (elution gradient: C... Starting materials: BrC1=CC(=C(CN2C(N(N=C2CCCC)C2=C(C=CC(=C2)[N+](=O)[O-])Cl)=O)C=C1)F (4-(4-bromo-2-fluorobenzyl)-5-n-butyl-2-(2-chloro-5-nitrophenyl)-2,4-dihydro-3H-1,2,4-triazol-3-one), C(C)(C)(C)NS(=O)(=O)C1=C(C=C(C=C1)CCC)B(O)O (2-(N-t-butylsulfamoyl)-5-n-propylphenylboronic acid). Yields the product crude product, C(CCC)C=1N(C(N(N1)C1=C(C=CC(=C1)[N+](=O)[O-])Cl)=O)CC1=C(C=C(C=C1)C1=C(C=CC(=C1)CCC)S(NC(C)(C)C)(=O)=O)F (5-n-Butyl-4-[[2'-(N-t-butylsulfamoyl)-3-fluoro-5'-n-propylbiphenyl-4-yl]methyl]-2-(2-chloro-5-nitrophenyl)-2,4-dihydro-3H-1,2,4-triazol-3-one). The yield is 43.0%. RXN SMILES: Br[C:2]1[CH:28]=[CH:27][C:5]([CH2:6][N:7]2[C:11]([CH2:12][CH2:13][CH2:14][CH3:15])=[N:10][N:9]([C:16]3[CH:21]=[C:20]([N+:22]([O-:24])=[O:23])[CH:19]=[CH:18][C:17]=3[Cl:25])[C:8]2=[O:26])=[C:4]([F:29])[CH:3]=1.[C:30]([NH:34][S:35]([C:38]1[CH:43]=[CH:42][C:41]([CH2:44][CH2:45][CH3:46])=[CH:40][C:39]=1B(O)O)(=[O:37])=[O:36])([CH3:33])([CH3:32])[CH3:31]>>[CH2:12]([C:11]1[N:7]([CH2:6][C:5]2[CH:27]=[CH:28][C:2]([C:39]3[CH:40]=[C:41]([CH2:44][CH2:45][CH3:46])[CH:42]=[CH:43][C:38]=3[S:35](=[O:37])(=[O:36])[NH:34][C:30]([CH3:33])([CH3:32])[CH3:31])=[CH:3][C:4]=2[F:29])[C:8](=[O:26])[N:9]([C:16]2[CH:21]=[C:20]([N+:22]([O-:24])=[O:23])[CH:19]=[CH:18][C:17]=2[Cl:25])[N:10]=1)[CH2:13][CH2:14][CH3:15]. Procedure: Using the method of Example 76, Step F, 4-(4-bromo-2-fluorobenzyl)-5-n-butyl-2-(2-chloro-5-nitrophenyl)-2,4-dihydro-3H-1,2,4-triazol-3-one (from Step A) was coupled with 2-(N-t-butylsulfamoyl)-5-n-propylphenylboronic acid (from Example 68, Step B). Flash chromatography of the crude product on silica gel (gradient elution with 6:1 to 2:1 hexane-EtOAc) gave a 43% yield of the title compound as a cream-colored solid, mp 84°-86° C.; homogeneous by TLC (4:1 hexane-EtOAc). The reactants are C(C)(C)(C)OC(=O)N1[C@@H](CC(C1)=NOC)C(=O)O ((2S,4EZ)-1-(tert-butoxycarbonyl)-4-(methoxyimino)-2-pyrrolidinecarboxylic acid), ClC1=CC(=CC(=C1)N=C=O)Cl (1,3-dichloro-5-isocyanatobenzene), N=1SN=C2C1C=CC=C2N (2,1,3-benzothiadiazol-4-amine). Product: N=1SN=C2C1C=CC=C2NC(=O)[C@H]2N(CC(C2)=NOC)C(=O)NC2=CC(=CC(=C2)Cl)Cl ((2S,4EZ)-N2-(2,1,3-benzothiadiazol-4-yl)-N1-(3,5-dichlorophenyl)-4-(methoxyimino)-1,2-pyrrolidinedicarboxamide). As a reaction SMILES: C(O[C:6]([N:8]1[CH2:12][C:11](=[N:13][O:14][CH3:15])[CH2:10][C@H:9]1[C:16]([OH:18])=O)=[O:7])(C)(C)C.[Cl:19][C:20]1[CH:25]=[C:24]([N:26]=C=O)[CH:23]=[C:22]([Cl:29])[CH:21]=1.[N:30]1[S:31][N:32]=[C:33]2[C:38]([NH2:39])=[CH:37][CH:36]=[CH:35][C:34]=12>>[N:30]1[S:31][N:32]=[C:33]2[C:38]([NH:39][C:16]([C@@H:9]3[CH2:10][C:11](=[N:13][O:14][CH3:15])[CH2:12][N:8]3[C:6]([NH:26][C:24]3[CH:25]=[C:20]([Cl:19])[CH:21]=[C:22]([Cl:29])[CH:23]=3)=[O:7])=[O:18])=[CH:37][CH:36]=[CH:35][C:34]=12. Procedure: Following the general method as outlined in Example 22, starting from (2S,4EZ)-1-(tert-butoxycarbonyl)-4-(methoxyimino)-2-pyrrolidinecarboxylic acid, 1,3-dichloro-5-isocyanatobenzene, and 2,1,3-benzothiadiazol-4-amine the title compound was obtained in 55% purity by LC/MS. MS(ESI+): m/z=479.6. The reactants are C(C)(=O)N1CC2=CC(=CC=C2C(C1)(C)C)S(=O)(=O)Cl (2-Acetyl-4,4-dimethyl-1,2,3,4-tetrahydro-isoquinoline-7-sulfonyl Chloride), C(C)(=O)OCC (Ethyl acetate), CC(C)([O-])C.[K+] (Potassium tert-butoxide), ClC1=CC=C2C=CNC2=C1 (6-chloroindole). Solvent: O1CCCC1 (tetrahydrofuran), O (water), O1CCCC1 (tetrahydrofuran). Conditions: time 5 minute. Yields the product ClC1=CC=C2C=CN(C2=C1)S(=O)(=O)C1=CC=C2C(CN(CC2=C1)C(C)=O)(C)C (1-[7-(6-Chloro-indole-1-sulfonyl)-4,4-dimethyl-3,4-dihydro-1H-isoquinolin-2-yl]-ethanone). Yield: 50.9%. As a reaction SMILES: CC(C)([O-])C.[K+].[Cl:7][C:8]1[CH:16]=[C:15]2[C:11]([CH:12]=[CH:13][NH:14]2)=[CH:10][CH:9]=1.[C:17]([N:20]1[CH2:29][C:28]([CH3:31])([CH3:30])[C:27]2[C:22](=[CH:23][C:24]([S:32](Cl)(=[O:34])=[O:33])=[CH:25][CH:26]=2)[CH2:21]1)(=[O:19])[CH3:18].C(OCC)(=O)C>O1CCCC1.O>[Cl:7][C:8]1[CH:16]=[C:15]2[C:11]([CH:12]=[CH:13][N:14]2[S:32]([C:24]2[CH:23]=[C:22]3[C:27]([C:28]([CH3:31])([CH3:30])[CH2:29][N:20]([C:17](=[O:19])[CH3:18])[CH2:21]3)=[CH:26][CH:25]=2)(=[O:33])=[O:34])=[CH:10][CH:9]=1 |f:0.1|. Procedure details: Potassium tert-butoxide (37 mg, 0.33 mmol) was added to a stirred solution of 6-chloroindole (50 mg, 0.33 mmol) in dry tetrahydrofuran (1 ml) under argon at room temperature. After stirring for 5 minutes, a solution of 2-acetyl-4,4-dimethyl-1,2,3,4-tetrahydro-isoquinoline-7-sulfonyl chloride (D3) (100 mg, 0.33 mmol) in dry tetrahydrofuran (1 ml) was added and the solution was stirred for a further 3 h. Ethyl acetate (5 ml) and water (5 ml) were added to the reaction mixture, which was then shake...